Dataset: the Open Reaction Database (ORD), a public repository of structured organic reaction records. Task: describe an organic reaction: reactants, conditions, products, and yield Starting materials: OC1=CC=C(C=C1)C(CC1=CC=CC=C1)=O (1-(4-hydroxyphenyl)-2-phenyl ethanone), C(C1=CC=CC=C1)OCCOCCCl (2-(2-benzyloxyethoxy)ethyl chloride). Product: C(C1=CC=CC=C1)OCCOCCOC1=CC=C(C=C1)C(CC1=CC=CC=C1)=O (1-{4-[2-(2-Benzyloxyethoxy)ethoxy]phenyl}-2-phenylethanone). As a reaction SMILES: [OH:1][C:2]1[CH:7]=[CH:6][C:5]([C:8](=[O:16])[CH2:9][C:10]2[CH:15]=[CH:14][CH:13]=[CH:12][CH:11]=2)=[CH:4][CH:3]=1.[CH2:17]([O:24][CH2:25][CH2:26][O:27][CH2:28][CH2:29]Cl)[C:18]1[CH:23]=[CH:22][CH:21]=[CH:20][CH:19]=1>>[CH2:17]([O:24][CH2:25][CH2:26][O:27][CH2:28][CH2:29][O:1][C:2]1[CH:3]=[CH:4][C:5]([C:8](=[O:16])[CH2:9][C:10]2[CH:11]=[CH:12][CH:13]=[CH:14][CH:15]=2)=[CH:6][CH:7]=1)[C:18]1[CH:23]=[CH:22][CH:21]=[CH:20][CH:19]=1. Procedure: is prepared according to example 4c starting from 1-(4-hydroxyphenyl)-2-phenyl ethanone (prepared according examples 4a-b) (10.0 g, 47.1 mmol) and 2-(2-benzyloxyethoxy)ethyl chloride (11.0 g, 51.8 mmol). The product was triturated three times with warm heptane to remove byproducts. Yield 9.6 g, 52%.